From a dataset of the Open Reaction Database (ORD), a public repository of structured organic reaction records. describe an organic reaction: reactants, conditions, products, and yield Yields the product [CH2-]C(C)=O, OCC(O)COc1ccc(OCc2ccccc2)cc1. Reaction SMILES: [CH2-:1][C:2](=[O:3])[CH3:4].[CH2:15]([c:16]1[cH:17][cH:18][cH:19][cH:20][cH:21]1)[O:22][c:23]1[cH:24][cH:25][c:26]([OH:29])[cH:27][cH:28]1.[CH3:31][S:32]([CH3:33])=[O:34].[Na+:36].[OH-:35].[OH2:30].[S:5]([CH3:6])(=[O:7])(=[O:8])[O:9][CH2:10][CH:11]([CH2:12][OH:13])[OH:14]>>[CH2-:1][C:2](=[O:3])[CH3:4].[O:9]([CH2:10][CH:11]([CH2:12][OH:13])[OH:14])[c:26]1[cH:25][cH:24][c:23]([O:22][CH2:15][c:16]2[cH:17][cH:18][cH:19][cH:20][cH:21]2)[cH:28][cH:27]1. The reactants are [CH2-]C(C)=O, Oc1ccc(OCc2ccccc2)cc1, CS(C)=O, [Na+], [OH-], O, CS(=O)(=O)OCC(O)CO.